Dataset: the Open Reaction Database (ORD), a public repository of structured organic reaction records. Task: describe an organic reaction: reactants, conditions, products, and yield Reactants: ClCCN1C(NC2=CC=CC=C2C1=O)=O (3-(2-chloroethyl)-2,4-dioxo-1,2,3,4-tetrahydroquinazoline), FC1=CC=C(C=C1)C(=C1CCNCCC1)C1=CC=C(C=C1)F (4-[bis(4-fluorophenyl)methylene]perhydroazepine), C(O)([O-])=O.[Na+] (sodium hydrogen carbonate). Solvent: C1(=CC=CC=C1)C (toluene). The product is Cl.FC1=CC=C(C=C1)C(=C1CCN(CCC1)CCN1C(NC2=CC=CC=C2C1=O)=O)C1=CC=C(C=C1)F (3-{2-[4-[Bis(4-fluorophenyl)methylene]perhydroazepin-1-yl]ethyl}-2,4-dioxo-1,2,3,4-tetrahydroquinazoline hydrochloride). As a reaction SMILES: [Cl:1][CH2:2][CH2:3][N:4]1[C:13](=[O:14])[C:12]2[C:7](=[CH:8][CH:9]=[CH:10][CH:11]=2)[NH:6][C:5]1=[O:15].[F:16][C:17]1[CH:22]=[CH:21][C:20]([C:23]([C:31]2[CH:36]=[CH:35][C:34]([F:37])=[CH:33][CH:32]=2)=[C:24]2[CH2:30][CH2:29][CH2:28][NH:27][CH2:26][CH2:25]2)=[CH:19][CH:18]=1.C(=O)([O-])O.[Na+]>C1(C)C=CC=CC=1>[ClH:1].[F:37][C:34]1[CH:35]=[CH:36][C:31]([C:23]([C:20]2[CH:19]=[CH:18][C:17]([F:16])=[CH:22][CH:21]=2)=[C:24]2[CH2:30][CH2:29][CH2:28][N:27]([CH2:2][CH2:3][N:4]3[C:13](=[O:14])[C:12]4[C:7](=[CH:8][CH:9]=[CH:10][CH:11]=4)[NH:6][C:5]3=[O:15])[CH2:26][CH2:25]2)=[CH:32][CH:33]=1 |f:2.3,5.6|. Reported procedure: A mixture of 7.5 g of 3-(2-chloroethyl)-2,4-dioxo-1,2,3,4-tetrahydroquinazoline, 10 g of 4-[bis(4-fluorophenyl)methylene]perhydroazepine, 3.4 g of sodium hydrogen carbonate and 100 ml of toluene is brought to reflux for 12 hours. The mixture is filtered and concentrated under vacuum. The oil obtained is purified by chromatography on 500 g of 70-230 mesh silica using a mixture of dichloromethane, methanol and ammonia solution (98.4:1.5:0.1 V/V) as eluent. Reactants: C1(=CC=C(C=C1)S(=O)(=O)[O-])C.[NH+]1=CC=CC=C1 (pyridinium 4-toluensulfonate), COC1=CC=C(C=C1)O (4-methoxyphenol), C(C=C)(=O)OCCCCCCOC1=CC=C(C(=O)OC2=CC=C(C(=O)OCOCC)C=C2)C=C1 (ethoxymethyl 4-(4-(6-acryloyloxyhexyloxy)benzoyloxy)benzoate). The solvent is C(C)O (ethanol). Conditions: temperature 60 celsius. The product is C(C=C)(=O)OCCCCCCOC1=CC=C(C(=O)OC2=CC=C(C(=O)O)C=C2)C=C1 (4-(4-(6-acryloyloxyhexyloxy)benzoyloxy)benzoic acid). Reaction SMILES: [C:1]([O:5][CH2:6][CH2:7][CH2:8][CH2:9][CH2:10][CH2:11][O:12][C:13]1[CH:34]=[CH:33][C:16]([C:17]([O:19][C:20]2[CH:32]=[CH:31][C:23]([C:24]([O:26]COCC)=[O:25])=[CH:22][CH:21]=2)=[O:18])=[CH:15][CH:14]=1)(=[O:4])[CH:2]=[CH2:3].C1(C)C=CC(S([O-])(=O)=O)=CC=1.[NH+]1C=CC=CC=1.COC1C=CC(O)=CC=1>C(O)C>[C:1]([O:5][CH2:6][CH2:7][CH2:8][CH2:9][CH2:10][CH2:11][O:12][C:13]1[CH:34]=[CH:33][C:16]([C:17]([O:19][C:20]2[CH:32]=[CH:31][C:23]([C:24]([OH:26])=[O:25])=[CH:22][CH:21]=2)=[O:18])=[CH:15][CH:14]=1)(=[O:4])[CH:2]=[CH2:3] |f:1.2|. Procedure details: 98.5 g (0.2 mole) of ethoxymethyl 4-(4-(6-acryloyloxyhexyloxy)bezoyloxy)benzoate (16) were dissolved in 400 ml of ethanol and 5 g (0.02 mole) of pyridinium 4-toluensulfonate and 20 mg of 4-methoxyphenol were added. The mixture was heated at 60° C. for 15 h. After cooling down at room temperature the product crystallized. It was collected, washed with 300 ml of ethanol, and dried in a desiccator 55.3 g of a white powder (67%) were obtained. Starting materials: Brc1cccc(N2CCCC2)c1, CC(=O)[O-], Cl, [K+], O=C(NC1CN2CCC1CC2)c1cc2cccc(Br)c2o1, [Na+], [Na+], O=C([O-])[O-], CN(C)C=O. The product is Cl, O=C(NC1CN2CCC1CC2)c1cc2cccc(-c3cccc(N4CCCC4)c3)c2o1. As a reaction SMILES: [Br:1][c:2]1[cH:3][c:4]([N:8]2[CH2:9][CH2:10][CH2:11][CH2:12]2)[cH:5][cH:6][cH:7]1.[CH3:14][C:15](=[O:16])[O-:17].[ClH:18].[K+:13].[N:19]12[CH2:20][CH:21]([NH:27][C:28](=[O:29])[c:30]3[o:31][c:32]4[c:33]([cH:34]3)[cH:35][cH:36][cH:37][c:38]4[Br:39])[CH:22]([CH2:23][CH2:24]1)[CH2:25][CH2:26]2.[Na+:40].[Na+:41].[O-:42][C:43](=[O:44])[O-:45].[O:46]=[CH:47][N:48]([CH3:49])[CH3:50]>>[ClH:18].[c:2]1(-[c:38]2[c:32]3[o:31][c:30]([C:28]([NH:27][CH:21]4[CH2:20][N:19]5[CH2:24][CH2:23][CH:22]4[CH2:25][CH2:26]5)=[O:29])[cH:34][c:33]3[cH:35][cH:36][cH:37]2)[cH:3][c:4]([N:8]2[CH2:9][CH2:10][CH2:11][CH2:12]2)[cH:5][cH:6][cH:7]1. Run in C(C)O (ethanol), C(Cl)Cl (CH2Cl2). Reaction conditions: time 23 hour. RXN SMILES: [C:1]1([C@H:7]([CH2:9][OH:10])[NH2:8])[CH:6]=[CH:5][CH:4]=[CH:3][CH:2]=1.Br[CH2:12][CH2:13][CH2:14][CH2:15][CH2:16]Br.C([O-])([O-])=O.[K+].[K+]>C(O)C.C(Cl)Cl>[N:8]1([C@H:7]([C:1]2[CH:6]=[CH:5][CH:4]=[CH:3][CH:2]=2)[CH2:9][OH:10])[CH2:16][CH2:15][CH2:14][CH2:13][CH2:12]1 |f:2.3.4|. Reported procedure: A suspension mixture of (R)-(-)-2-phenylglycinol(686 mg, 5 mmol), 1,5-dibromopentane (0.82 ml, 6 mmol), and K2CO3 (1.38 g, 10 mmol) in ethanol (15 ml) was refluxed with stirring for 23 h. After cooling down to rt, the white solid was removed by filtration and the filtrate was concentrated to give white solid oil mixture. This was suspended in CH2Cl2 (30 ml), washed with water and saturated NaHCO3 aqueous solution, dried (Na2SO4), and concentrated to give 1.42 g of clear yellow oil. This was puri... Reactants: C1(=CC=CC=C1)[C@@H](N)CO ((R)-(-)-2-phenylglycinol), BrCCCCCBr (1,5-dibromopentane), C(=O)([O-])[O-].[K+].[K+] (K2CO3). The yield is 138.3%. Product: N1(CCCCC1)[C@@H](CO)C1=CC=CC=C1 ((R)-2-Piperidino-2-phenylethanol).